From a dataset of the Open Reaction Database (ORD), a public repository of structured organic reaction records. describe an organic reaction: reactants, conditions, products, and yield Yields the product CC1(N=C(OC1)C1=NC=CC=C1SCC1=CC=C(C=C1)OC)C (2-(4,4-dimethyl-2-oxazolinyl)-3-(p-methoxybenzylthio)pyridine). Procedure: The above prepared 3-bromo-2-(4,4-dimethyl-2-oxazolinyl)pyridine is reacted with the sodium salt of p-methoxybenzyl mercaptan by the procedure of Example 1 to give 2-(4,4-dimethyl-2-oxazolinyl)-3-(p-methoxybenzylthio)pyridine. Reactants: BrC=1C(=NC=CC1)C=1OCC(N1)(C)C (3-bromo-2-(4,4-dimethyl-2-oxazolinyl)pyridine), [Na] (sodium), COC1=CC=C(CS)C=C1 (p-methoxybenzyl mercaptan). As a reaction SMILES: Br[C:2]1[C:3]([C:8]2[O:9][CH2:10][C:11]([CH3:14])([CH3:13])[N:12]=2)=[N:4][CH:5]=[CH:6][CH:7]=1.[Na].[CH3:16][O:17][C:18]1[CH:25]=[CH:24][C:21]([CH2:22][SH:23])=[CH:20][CH:19]=1>>[CH3:13][C:11]1([CH3:14])[CH2:10][O:9][C:8]([C:3]2[C:2]([S:23][CH2:22][C:21]3[CH:24]=[CH:25][C:18]([O:17][CH3:16])=[CH:19][CH:20]=3)=[CH:7][CH:6]=[CH:5][N:4]=2)=[N:12]1 |^1:14|.